This data is from the Open Reaction Database (ORD), a public repository of structured organic reaction records. The task is: describe an organic reaction: reactants, conditions, products, and yield Starting materials: COC(=O)c1csc(NC(=O)C(Cc2ccccc2C#N)NC(=O)OC(C)(C)C)n1, ClCCl, O=C(O)C(F)(F)F. Product: COC(=O)c1csc(NC(=O)C(N)Cc2ccccc2C#N)n1. Reaction SMILES: [CH3:1][O:2][C:3](=[O:4])[c:5]1[n:6][c:7]([NH:10][C:11]([CH:12]([CH2:13][c:14]2[c:15]([C:20]#[N:21])[cH:16][cH:17][cH:18][cH:19]2)[NH:22][C:23]([O:24][C:25]([CH3:26])([CH3:27])[CH3:28])=[O:29])=[O:30])[s:8][cH:9]1.[Cl:38][CH2:39][Cl:40].[OH:31][C:32]([C:33]([F:34])([F:35])[F:36])=[O:37]>>[CH3:1][O:2][C:3](=[O:4])[c:5]1[n:6][c:7]([NH:10][C:11]([CH:12]([CH2:13][c:14]2[c:15]([C:20]#[N:21])[cH:16][cH:17][cH:18][cH:19]2)[NH2:22])=[O:30])[s:8][cH:9]1. The reactants are S(=O)(Cl)Cl (thionyl chloride), C(C1=CC=CC=C1)(=O)NC(CO)(C)C (2-benzoylamino-2-methyl-1-propanol). Yields the product Cl.C1(=CC=CC=C1)C=1OCC(N1)(C)C (2-phenyl-4,4-dimethyl-1,3-oxazoline hydrochloride). Reaction SMILES: S(Cl)([Cl:3])=O.[C:5]([NH:13][C:14]([CH3:18])([CH3:17])[CH2:15][OH:16])(=O)[C:6]1[CH:11]=[CH:10][CH:9]=[CH:8][CH:7]=1>>[ClH:3].[C:6]1([C:5]2[O:16][CH2:15][C:14]([CH3:18])([CH3:17])[N:13]=2)[CH:11]=[CH:10][CH:9]=[CH:8][CH:7]=1 |f:2.3|. Reported procedure: To 40 ml of freshly distilled thionyl chloride at 0° was added in portions over 15 minutes with stirring 3.86 g (0.02 mol) 2-benzoylamino-2-methyl-1-propanol. The solution was warmed to room temperature and heated under reflux for 2 hours. The thionyl chloride was removed under reduced pressure to afford a yellow oil which crystallized at 0° following the addition of anhydrous ether. The solid was triturated in anhydrous ether overnight and isolated by filtration under a nitrogen atmosphere. Aft...